Dataset: the Open Reaction Database (ORD), a public repository of structured organic reaction records. Task: describe an organic reaction: reactants, conditions, products, and yield The reactants are C1CCOC1, CO, [H][H], O=C(c1ccccc1C(F)(F)F)N1CCN(c2ccc([N+](=O)[O-])cn2)CC1. The product is Nc1ccc(N2CCN(C(=O)c3ccccc3C(F)(F)F)CC2)nc1. RXN SMILES: [CH2:30]1[O:31][CH2:32][CH2:33][CH2:34]1.[CH3:35][OH:36].[H:28][H:29].[N+:1]([O-:2])(=[O:3])[c:4]1[cH:5][cH:6][c:7]([N:10]2[CH2:11][CH2:12][N:13]([C:16](=[O:17])[c:18]3[c:19]([C:24]([F:25])([F:26])[F:27])[cH:20][cH:21][cH:22][cH:23]3)[CH2:14][CH2:15]2)[n:8][cH:9]1>>[NH2:1][c:4]1[cH:5][cH:6][c:7]([N:10]2[CH2:11][CH2:12][N:13]([C:16](=[O:17])[c:18]3[c:19]([C:24]([F:25])([F:26])[F:27])[cH:20][cH:21][cH:22][cH:23]3)[CH2:14][CH2:15]2)[n:8][cH:9]1. The reactants are NC1=C(C=C(C[C@H](C(=O)N2CCC(CC2)N2CCN(CC2)C)CC(=O)N2CCC(CC2)N2C(NC3=C(CC2)C=CC=C3)=O)C=C1C(F)(F)F)Br ((S)-2-(4-amino-3-bromo-5-trifluoromethyl-benzyl)-1-[4-(4-methyl-piperazin-1-yl)-piperidin-1-yl]-4-[4-(2-oxo-1,2,4,5-tetrahydro-1,3-benzodiazepin-3-yl)-piperidin-1-yl]-butan-1,4-dione). The reagents and catalysts are [Pd] (Pd/C). Solvent: CO (MeOH). Run at time 3 hour. Product: NC1=C(C=C(C[C@H](C(=O)N2CCC(CC2)N2CCN(CC2)C)CC(=O)N2CCC(CC2)N2C(NC3=C(CC2)C=CC=C3)=O)C=C1)C(F)(F)F ((S)-2-(4-amino-3-trifluoromethyl-benzyl)-1-[4-(4-methyl-piperazin-1-yl)-piperidin-1-yl-]-4-[4-(2-oxo-1,2,4,5-tetrahydro-1,3-benzodiazepin-3-yl)-piperidin-1-yl]-butan-1,4-dione). Reaction SMILES: [NH2:1][C:2]1[C:45]([C:46]([F:49])([F:48])[F:47])=[CH:44][C:5]([CH2:6][C@@H:7]([CH2:23][C:24]([N:26]2[CH2:31][CH2:30][CH:29]([N:32]3[CH2:38][CH2:37][C:36]4[CH:39]=[CH:40][CH:41]=[CH:42][C:35]=4[NH:34][C:33]3=[O:43])[CH2:28][CH2:27]2)=[O:25])[C:8]([N:10]2[CH2:15][CH2:14][CH:13]([N:16]3[CH2:21][CH2:20][N:19]([CH3:22])[CH2:18][CH2:17]3)[CH2:12][CH2:11]2)=[O:9])=[CH:4][C:3]=1Br>CO.[Pd]>[NH2:1][C:2]1[CH:3]=[CH:4][C:5]([CH2:6][C@@H:7]([CH2:23][C:24]([N:26]2[CH2:27][CH2:28][CH:29]([N:32]3[CH2:38][CH2:37][C:36]4[CH:39]=[CH:40][CH:41]=[CH:42][C:35]=4[NH:34][C:33]3=[O:43])[CH2:30][CH2:31]2)=[O:25])[C:8]([N:10]2[CH2:15][CH2:14][CH:13]([N:16]3[CH2:17][CH2:18][N:19]([CH3:22])[CH2:20][CH2:21]3)[CH2:12][CH2:11]2)=[O:9])=[CH:44][C:45]=1[C:46]([F:49])([F:48])[F:47]. Reported procedure: 100 mg 10% Pd/C were added to a solution of 150 mg (0.2 mmol) (S)-2-(4-amino-3-bromo-5-trifluoromethyl-benzyl)-1-[4-(4-methyl-piperazin-1-yl)-piperidin-1-yl]-4-[4-(2-oxo-1,2,4,5-tetrahydro-1,3-benzodiazepin-3-yl)-piperidin-1-yl]-butan-1,4-dione in 20 mL MeOH and the reaction mixture was hydrogenated at 50 psi H2 for 3 h at RT. The catalyst was suction filtered, the solvent was evaporated down i.vac., the residue was combined with 5% K2CO3 solution and EtOAc, the organic phase was separated off a... As a reaction SMILES: [Br:1][c:2]1[cH:3][c:4]2[cH:5][cH:6][n:7][cH:8][c:9]2[cH:10][cH:11]1.[C:100]([O-:101])(=[O:102])[CH3:103].[C:105]([O-:106])(=[O:107])[CH3:108].[C:41](=[O:42])([O-:43])[O-:44].[CH2:12]([c:13]1[cH:14][cH:15][cH:16][cH:17][cH:18]1)[O:19][C:20]([NH:21][CH:22]([CH2:23][CH3:24])[C:25]1([c:32]2[cH:33][cH:34][c:35]([O:38][CH3:39])[cH:36][cH:37]2)[CH2:26][CH2:27][CH:28]([NH2:31])[CH2:29][CH2:30]1)=[O:40].[CH3:93][c:94]1[cH:95][cH:96][cH:97][cH:98][cH:99]1.[Cs+:45].[Cs+:46].[Pd+2:104].[c:47]1([P:48]([c:49]2[cH:50][cH:51][cH:52][cH:53][cH:54]2)[c:55]2[cH:56][cH:57][c:58]3[c:59]([cH:60][cH:61][cH:62][cH:63]3)[c:64]2-[c:65]2[c:66]3[c:67]([cH:68][cH:69][cH:70][cH:71]3)[cH:72][cH:73][c:74]2[P:75]([c:76]2[cH:77][cH:78][cH:79][cH:80][cH:81]2)[c:82]2[cH:83][cH:84][cH:85][cH:86][cH:87]2)[cH:88][cH:89][cH:90][cH:91][cH:92]1>>[c:2]1([NH:31][CH:28]2[CH2:27][CH2:26][C:25]([CH:22]([NH:21][C:20]([O:19][CH2:12][c:13]3[cH:14][cH:15][cH:16][cH:17][cH:18]3)=[O:40])[CH2:23][CH3:24])([c:32]3[cH:33][cH:34][c:35]([O:38][CH3:39])[cH:36][cH:37]3)[CH2:30][CH2:29]2)[cH:3][c:4]2[cH:5][cH:6][n:7][cH:8][c:9]2[cH:10][cH:11]1. Yields the product CCC(NC(=O)OCc1ccccc1)C1(c2ccc(OC)cc2)CCC(Nc2ccc3cnccc3c2)CC1. Starting materials: Brc1ccc2cnccc2c1, CC(=O)[O-], CC(=O)[O-], O=C([O-])[O-], CCC(NC(=O)OCc1ccccc1)C1(c2ccc(OC)cc2)CCC(N)CC1, Cc1ccccc1, [Cs+], [Cs+], [Pd+2], c1ccc(P(c2ccccc2)c2ccc3ccccc3c2-c2c(P(c3ccccc3)c3ccccc3)ccc3ccccc23)cc1. The reactants are N[C@H](CCCC)C(=O)OCC1=CC=CC=C1 (H-DNle-OBzl), CC=1C=CC(=CC1)S(=O)(=O)O (TsOH), CN1CCOCC1 (NMM), N([C@H](CC1=CNC2=CC=CC=C12)C(=O)O)C(=O)OC(C)(C)C (Boc-DTrp-OH), C=1C=CC2=C(C1)N=NN2O (HOBT), CCN=C=NCCCN(C)C.Cl (EDCI.HCl). Solvent: C(C)(=O)OCC (ethyl acetate), O (H2O), ClCCl (dichloromethane). Conditions: time 2 hour. Product: N([C@H](CC1=CNC2=CC=CC=C12)C(=O)N[C@H](CCCC)C(=O)OCC1=CC=CC=C1)C(=O)OC(C)(C)C (Boc-DTrp-DNle-OBzl). RXN SMILES: [NH2:1][C@@H:2]([C:7]([O:9][CH2:10][C:11]1[CH:16]=[CH:15][CH:14]=[CH:13][CH:12]=1)=[O:8])[CH2:3][CH2:4][CH2:5][CH3:6].CC1C=CC(S(O)(=O)=O)=CC=1.CN1CCOCC1.[NH:35]([C:50]([O:52][C:53]([CH3:56])([CH3:55])[CH3:54])=[O:51])[C@@H:36]([C:47](O)=[O:48])[CH2:37][C:38]1[C:46]2[C:41](=[CH:42][CH:43]=[CH:44][CH:45]=2)[NH:40][CH:39]=1.C1C=CC2N(O)N=NC=2C=1.CCN=C=NCCCN(C)C.Cl>ClCCl.C(OCC)(=O)C.O>[NH:35]([C:50]([O:52][C:53]([CH3:56])([CH3:55])[CH3:54])=[O:51])[C@@H:36]([C:47]([NH:1][C@@H:2]([C:7]([O:9][CH2:10][C:11]1[CH:16]=[CH:15][CH:14]=[CH:13][CH:12]=1)=[O:8])[CH2:3][CH2:4][CH2:5][CH3:6])=[O:48])[CH2:37][C:38]1[C:46]2[C:41](=[CH:42][CH:43]=[CH:44][CH:45]=2)[NH:40][CH:39]=1 |f:5.6|. Reported procedure: To a solution of H-DNle-OBzl.TsOH (1.27 g) in dichloromethane (20 ml) were added NMM (0.53 ml), Boc-DTrp-OH (1.22 g), HOBT.H2O (734 mg) and EDCI.HCl (926 mg) successively under ice cooling. The mixture was stirred at the same temperature for 1 h and at room temperature for 2 h. The mixture was diluted with ethyl acetate, washed with sat. aq. NaHCO3, 10% aq. citric acid, and brine successively, dried over MgSO4 and evaporated in vacuo. The residue was recrystallized from ethyl acetate and hexane ... Reactants: [N+](=O)([O-])C1=C(C=CC(=C1)S(=O)(=O)C1=CC=CC=C1)O (2-nitro-4-phenylsulfonylphenol), [H][H] (hydrogen). The reagents and catalysts are [Ni] (Raney nickel). The solvent is C(C)O (ethanol). The product is NC1=C(C=CC(=C1)S(=O)(=O)C1=CC=CC=C1)O (2-amino-4-phenylsulfonylphenol). Reaction SMILES: [N+:1]([C:4]1[CH:9]=[C:8]([S:10]([C:13]2[CH:18]=[CH:17][CH:16]=[CH:15][CH:14]=2)(=[O:12])=[O:11])[CH:7]=[CH:6][C:5]=1[OH:19])([O-])=O.[H][H]>C(O)C.[Ni]>[NH2:1][C:4]1[CH:9]=[C:8]([S:10]([C:13]2[CH:18]=[CH:17][CH:16]=[CH:15][CH:14]=2)(=[O:12])=[O:11])[CH:7]=[CH:6][C:5]=1[OH:19]. Procedure details: In 120 ml of dehydrated ethanol was suspended 11.05 g of 2-nitro-4-phenylsulfonylphenol followed by addition of a catalytic amount of Raney nickel for reduction in a hydrogen stream at atmospheric temperature and pressure. After completion of the reduction reaction, the catalyst was filtered off and the solvent was distilled off. The residue was dried under reduced pressure to give 9.73 g-of crude 2-amino-4-phenylsulfonylphenol. This product was dissolved in 19 ml of N,N-dimethylformamide and th... RXN SMILES: [NH2:1][C:2]1[CH:7]=[CH:6][CH:5]=[CH:4][C:3]=1[NH:8][C:9](=[O:27])[C:10]1[CH:15]=[CH:14][C:13]([N:16]2[CH2:21][CH2:20][C:19]3([CH2:26][CH2:25][NH:24][CH2:23][CH2:22]3)[CH2:18][CH2:17]2)=[N:12][CH:11]=1.[C:28]([OH:34])([C:30]([F:33])([F:32])[F:31])=[O:29].C(Cl)Cl>>[NH2:1][C:2]1[CH:7]=[CH:6][CH:5]=[CH:4][C:3]=1[NH:8][C:9](=[O:27])[C:10]1[CH:15]=[CH:14][C:13]([N:16]2[CH2:21][CH2:20][C:19]3([CH2:26][CH2:25][NH:24][CH2:23][CH2:22]3)[CH2:18][CH2:17]2)=[N:12][CH:11]=1.[C:28]([OH:34])([C:30]([F:33])([F:32])[F:31])=[O:29] |f:1.2|. Procedure details: A solution of N-(2-aminophenyl)-6-(3,9-diazaspiro[5.5]undec-3-yl)nicotinamide (10 mg, 0.022 mmol) in 2 mL of 1:1 TFA/CH2Cl2 was stirred for 1 h and concentrated, giving the title compound as a TFA salt; MS (ESI+): cal'd [M+1]+ 365.2, obs'd 365.2. The product is NC1=C(C=CC=C1)NC(C1=CN=C(C=C1)N1CCC2(CC1)CCNCC2)=O (N-(2-aminophenyl)-6-(3,9-diazaspiro[5.5]undec-3-yl)nicotinamide), C(=O)(C(F)(F)F)O (TFA). Reactants: NC1=C(C=CC=C1)NC(C1=CN=C(C=C1)N1CCC2(CC1)CCNCC2)=O (N-(2-aminophenyl)-6-(3,9-diazaspiro[5.5]undec-3-yl)nicotinamide), C(=O)(C(F)(F)F)O.C(Cl)Cl (TFA CH2Cl2). The reactants are NS(=O)(=O)c1cccc(Br)c1, CC(=O)OC(C)=O, CN(C)c1ccncc1, CCOC(C)=O, c1ccncc1. Product: CC(=O)NS(=O)(=O)c1cccc(Br)c1. Reaction SMILES: [Br:1][c:2]1[cH:3][c:4]([S:8](=[O:9])(=[O:10])[NH2:11])[cH:5][cH:6][cH:7]1.[CH3:12][C:13](=[O:14])[O:15][C:16](=[O:17])[CH3:18].[CH3:25][N:26]([c:27]1[cH:28][cH:29][n:30][cH:31][cH:32]1)[CH3:33].[CH3:34][CH2:35][O:36][C:37](=[O:38])[CH3:39].[cH:19]1[cH:20][cH:21][n:22][cH:23][cH:24]1>>[Br:1][c:2]1[cH:3][c:4]([S:8](=[O:9])(=[O:10])[NH:11][C:13]([CH3:12])=[O:14])[cH:5][cH:6][cH:7]1. The reactants are FC=1C=C(C=C(C1)F)C([C@H](C)NC(OCC1=CC=CC=C1)=O)=O (benzyl [(1S)-2-(3,5-difluorophenyl)-1-methyl-2-oxoethyl]carbamate), Cl (HCl), CCC([BH-](C(CC)C)C(CC)C)C.[Li+] (L-Selectride), solution. The solvent is C1CCOC1 (THF), C1CCOC1 (THF). Run at temperature -78 celsius, time 1 hour. Product: FC=1C=C(C=C(C1)F)[C@@H]([C@H](C)NC(OCC1=CC=CC=C1)=O)O (benzyl [(1S,2S)-2-(3,5-difluorophenyl)-2-hydroxy-1-methylethyl]carbamate). As a reaction SMILES: [F:1][C:2]1[CH:3]=[C:4]([C:9](=[O:23])[C@@H:10]([NH:12][C:13](=[O:22])[O:14][CH2:15][C:16]2[CH:21]=[CH:20][CH:19]=[CH:18][CH:17]=2)[CH3:11])[CH:5]=[C:6]([F:8])[CH:7]=1.CCC(C)[BH-](C(C)CC)C(C)CC.[Li+].Cl>C1COCC1>[F:1][C:2]1[CH:3]=[C:4]([C@H:9]([OH:23])[C@@H:10]([NH:12][C:13](=[O:22])[O:14][CH2:15][C:16]2[CH:17]=[CH:18][CH:19]=[CH:20][CH:21]=2)[CH3:11])[CH:5]=[C:6]([F:8])[CH:7]=1 |f:1.2|. Procedure: To a −78° C. solution of benzyl [(1S)-2-(3,5-difluorophenyl)-1-methyl-2-oxoethyl]carbamate. (1.35 g, 4.23 mmol) in THF (75 mL) was added L-Selectride (6.35 mL of a 1M solution in THF, 6.35 mmol). After stirring at −78° C. for 1 hour, the reaction was poured into 1N HCl (50 mL). The mixture was extracted with EtOAc (2×100 mL). The organic extracts were washed with water and brine (50 mL each), dried over Na2SO4, filtered, and concentrated. Purification of the residue by flash chromatography on si...